Dataset: the Open Reaction Database (ORD), a public repository of structured organic reaction records. Task: describe an organic reaction: reactants, conditions, products, and yield Starting materials: C1(=CC=C(C=C1)S(=O)(=O)Cl)C (p-toluenesulfonyl chloride), NC=1C=C2C(=C(NC2=CC1)C1=CC(=C(C(=C1)C)OC)C)C (5-amino-2-(4-methoxy-3,5-dimethylphenyl)-3-methylindole), C(C)(=O)OCC (Ethyl acetate). Run in N1=CC=CC=C1 (pyridine). Run at time 1 hour. The product is COC1=C(C=C(C=C1C)C=1NC2=CC=C(C=C2C1C)NS(=O)(=O)C1=CC=C(C=C1)C)C (2-(4-methoxy-3,5-dimethylphenyl)-3-methyl-5-p-toluenesulfonylaminoindole). As a reaction SMILES: [NH2:1][C:2]1[CH:3]=[C:4]2[C:8](=[CH:9][CH:10]=1)[NH:7][C:6]([C:11]1[CH:16]=[C:15]([CH3:17])[C:14]([O:18][CH3:19])=[C:13]([CH3:20])[CH:12]=1)=[C:5]2[CH3:21].[C:22]1([CH3:32])[CH:27]=[CH:26][C:25]([S:28](Cl)(=[O:30])=[O:29])=[CH:24][CH:23]=1.C(OCC)(=O)C>N1C=CC=CC=1>[CH3:19][O:18][C:14]1[C:15]([CH3:17])=[CH:16][C:11]([C:6]2[NH:7][C:8]3[C:4]([C:5]=2[CH3:21])=[CH:3][C:2]([NH:1][S:28]([C:25]2[CH:26]=[CH:27][C:22]([CH3:32])=[CH:23][CH:24]=2)(=[O:30])=[O:29])=[CH:10][CH:9]=3)=[CH:12][C:13]=1[CH3:20]. Procedure: 1.85 g of 5-amino-2-(4-methoxy-3,5-dimethylphenyl)-3-methylindole was dissolved in 20 ml of pyridine, and 1.51 g of p-toluenesulfonyl chloride was added. The mixture was stirred at room temperature for 1 hour. Ethyl acetate was added to the reaction mixture, and the mixture was washed with 5% hydrochloric acid and water, and dried. The solvent was evaporated, and the residue was purified by silica gel column chromatography to give 2-(4-methoxy-3,5-dimethylphenyl)-3-methyl-5-p-toluenesulfonylamin... Starting materials: CC(=O)O, O=CNC(CC(=O)O)C(=O)NC(Cc1ccccc1)C(=O)O. As a reaction SMILES: [CH3:23][C:24](=[O:25])[OH:26].[CH:1](=[O:2])[NH:3][CH:4]([CH2:5][C:6]([OH:7])=[O:8])[C:9](=[O:10])[NH:11][CH:12]([C:13]([OH:14])=[O:15])[CH2:16][c:17]1[cH:18][cH:19][cH:20][cH:21][cH:22]1>>[CH:1](=[O:2])[NH:3][CH:4]1[CH2:5][C:6](=[O:7])[O:8][C:9]1=[O:10]. The product is O=CNC1CC(=O)OC1=O. Starting materials: O=Cc1cc(O)c(O)c(Br)c1, CCCC[N+](CCCC)(CCCC)CCCC, COc1cccc(CCl)c1, CCOC(C)=O, [I-], [Li+], [Li+], O=C([O-])[O-], CN(C)C=O. The product is COc1cccc(COc2c(O)cc(C=O)cc2Br)c1. Reaction SMILES: [Br:1][c:2]1[cH:3][c:4]([CH:5]=[O:6])[cH:7][c:8]([OH:11])[c:9]1[OH:10].[CH2:29]([N+:30]([CH2:31][CH2:32][CH2:33][CH3:34])([CH2:35][CH2:36][CH2:37][CH3:38])[CH2:39][CH2:40][CH2:41][CH3:42])[CH2:43][CH2:44][CH3:45].[CH3:18][O:19][c:20]1[cH:21][c:22]([CH2:23][Cl:24])[cH:25][cH:26][cH:27]1.[CH3:51][CH2:52][O:53][C:54](=[O:55])[CH3:56].[I-:28].[Li+:12].[Li+:13].[O-:14][C:15](=[O:16])[O-:17].[O:46]=[CH:47][N:48]([CH3:49])[CH3:50]>>[Br:1][c:2]1[cH:3][c:4]([CH:5]=[O:6])[cH:7][c:8]([OH:11])[c:9]1[O:10][CH2:23][c:22]1[cH:21][c:20]([O:19][CH3:18])[cH:27][cH:26][cH:25]1. The reactants are esters, FC1=CC=C(CN2[C@H](CCC2)C(=O)N[C@@H](C)C2=CC=C(C(=O)OC)C=C2)C=C1 (methyl 4-((S)-1-((R)-1-(4-fluorobenzyl)pyrrolidine-2-carboxamido)ethyl)benzoate), O[Li].O (LiOH H2O). Yields the product FC1=CC=C(CN2[C@H](CCC2)C(=O)N[C@@H](C)C2=CC=C(C(=O)[O-])C=C2)C=C1.[Li+] (lithium 4-((S)-1-((R)-1-(4-fluorobenzyl)pyrrolidine-2-carboxamido)ethyl)benzoate). RXN SMILES: [F:1][C:2]1[CH:28]=[CH:27][C:5]([CH2:6][N:7]2[CH2:11][CH2:10][CH2:9][C@@H:8]2[C:12]([NH:14][C@H:15]([C:17]2[CH:26]=[CH:25][C:20]([C:21]([O:23]C)=[O:22])=[CH:19][CH:18]=2)[CH3:16])=[O:13])=[CH:4][CH:3]=1.O[Li:30].O>>[F:1][C:2]1[CH:28]=[CH:27][C:5]([CH2:6][N:7]2[CH2:11][CH2:10][CH2:9][C@@H:8]2[C:12]([NH:14][C@H:15]([C:17]2[CH:18]=[CH:19][C:20]([C:21]([O-:23])=[O:22])=[CH:25][CH:26]=2)[CH3:16])=[O:13])=[CH:4][CH:3]=1.[Li+:30] |f:1.2,3.4|. Procedure details: The title compound (E28) (13 mg) was prepared according to the general procedure for esters hydrolysis (Method A) starting from methyl 4-((S)-1-((R)-1-(4-fluorobenzyl)pyrrolidine-2-carboxamido)ethyl)benzoate (D145) (22 mg). (LiOH H2O: 1.2 eq; reaction time: 5 hrs; 70° C.)